Dataset: the Open Reaction Database (ORD), a public repository of structured organic reaction records. Task: describe an organic reaction: reactants, conditions, products, and yield Reactants: O=CO, NC(=O)c1cccc(N)c1, O. Yields the product NC(=O)c1cccc(NC=O)c1. RXN SMILES: [CH:11](=[O:12])[OH:13].[NH2:1][c:2]1[cH:3][c:4]([C:5](=[O:6])[NH2:7])[cH:8][cH:9][cH:10]1.[OH2:14]>>[NH:1]([c:2]1[cH:3][c:4]([C:5](=[O:6])[NH2:7])[cH:8][cH:9][cH:10]1)[CH:11]=[O:12]. The reactants are CC(C)([O-])C.[K+] (Potassium tert-butoxide), C(#N)CP(OCC)(OCC)=O (Diethyl (cyanomethyl)phosphonate), S1(CCC(CC1)=O)(=O)=O (dihydro-2H-thiopyran-4(3H)-one 1,1-dioxide). Solvent: O (water), C1CCOC1 (THF), C1CCOC1 (THF). Run at temperature 0 celsius. The product is O=S1(CCC(CC1)=CC#N)=O (2-(1,1-Dioxidodihydro-2H-thiopyran-4(3H)-ylidene)acetonitrile). Reaction SMILES: CC(C)([O-])C.[K+].[C:7]([CH2:9]P(=O)(OCC)OCC)#[N:8].[S:18]1(=[O:26])(=[O:25])[CH2:23][CH2:22][C:21](=O)[CH2:20][CH2:19]1>C1COCC1.O>[O:25]=[S:18]1(=[O:26])[CH2:23][CH2:22][C:21](=[CH:9][C:7]#[N:8])[CH2:20][CH2:19]1 |f:0.1|. Procedure details: Potassium tert-butoxide (3.5 mL, 3.5 mmol, 1.0 M in THF) was stirred at 0° C. and THF (8 mL) was added. Diethyl (cyanomethyl)phosphonate (0.56 mL, 3.5 mmol) was added slowly by syringe. The reaction mixture was maintained at 0° C. for 10 minutes, then warmed to ambient temperature and maintained for 1 hour. The mixture was cooled to 0° C. and treated with the dropwise addition of dihydro-2H-thiopyran-4(3H)-one 1,1-dioxide (0.50 g, 3.4 mmol) in THF (5 mL). After addition, the mixture was maintain...